This data is from the Open Reaction Database (ORD), a public repository of structured organic reaction records. The task is: describe an organic reaction: reactants, conditions, products, and yield The reactants are O=C([O-])O, CSc1nc(C)cc(-c2sc(N)nc2C)n1, ClCCl, [Na+], O=C(OO)c1cccc(Cl)c1. The product is Cc1cc(-c2sc(N)nc2C)nc(S(C)=O)n1. As a reaction SMILES: [C:28](=[O:29])([OH:30])[O-:31].[CH3:12][c:13]1[n:14][c:15]([NH2:27])[s:16][c:17]1-[c:18]1[n:19][c:20]([S:25][CH3:26])[n:21][c:22]([CH3:24])[cH:23]1.[Cl:33][CH2:34][Cl:35].[Na+:32].[OH:1][O:2][C:3]([c:4]1[cH:5][c:6]([Cl:7])[cH:8][cH:9][cH:10]1)=[O:11]>>[O:1]=[S:25]([c:20]1[n:19][c:18](-[c:17]2[c:13]([CH3:12])[n:14][c:15]([NH2:27])[s:16]2)[cH:23][c:22]([CH3:24])[n:21]1)[CH3:26]. As a reaction SMILES: [CH2:1]1[CH:5]2[CH2:6][NH:7][CH2:8][CH:4]2[CH2:3][N:2]1[C:9]([C:11]1[CH:16]=[CH:15][C:14]([O:17][CH3:18])=[CH:13][C:12]=1[N:19]1[N:23]=[CH:22][CH:21]=[N:20]1)=[O:10].Cl[C:25]1[N:30]=[CH:29][N:28]=[C:27]([N:31]([CH3:33])[CH3:32])[CH:26]=1>>[CH3:32][N:31]([CH3:33])[C:27]1[N:28]=[CH:29][N:30]=[C:25]([N:7]2[CH2:6][CH:5]3[CH2:1][N:2]([C:9]([C:11]4[CH:16]=[CH:15][C:14]([O:17][CH3:18])=[CH:13][C:12]=4[N:19]4[N:20]=[CH:21][CH:22]=[N:23]4)=[O:10])[CH2:3][CH:4]3[CH2:8]2)[CH:26]=1. Procedure details: The title compound was prepared utilizing (hexahydropyrrolo[3,4-c]pyrrol-2(1H)-yl)(4-methoxy-2-(2H-1,2,3-triazol-2-yl)phenyl)methanone (Example 288, product from Step B) and 6-chloro-N,N-dimethylpyrimidin-4-amine. MS (ESI) mass calcd. C22H26N8O2, 434.49; m/z found 435.2 [M+H]+. Starting materials: C1N(CC2C1CNC2)C(=O)C2=C(C=C(C=C2)OC)N2N=CC=N2 ((hexahydropyrrolo[3,4-c]pyrrol-2(1H)-yl)(4-methoxy-2-(2H-1,2,3-triazol-2-yl)phenyl)methanone), product, ClC1=CC(=NC=N1)N(C)C (6-chloro-N,N-dimethylpyrimidin-4-amine). Product: CN(C1=CC(=NC=N1)N1CC2C(C1)CN(C2)C(=O)C2=C(C=C(C=C2)OC)N2N=CC=N2)C ((5-(6-(Dimethylamino)pyrimidin-4-yl)hexahydropyrrolo[3,4-c]pyrrol-2(1H)-yl)(4-methoxy-2-(2H-1,2,3-triazol-2-yl)phenyl)methanone). Reactants: C1(=CC=CC=C1)SOC(C(C(C#C[Si](C)(C)C)NCC1=CC=CC=C1)C(C)O)=O (3-benzylamino-2-(1-hydroxyethyl)-5-trimethylsilyl-4-pentinic acid phenylthioester), [OH-].[K+] (potassium hydroxide), Cl (hydrochloric acid), C1(=CC=CC=C1)P(C1=CC=CC=C1)C1=CC=CC=C1 (triphenylphosphine), C1=CC=NC(=C1)SSC2=CC=CC=N2 (2,2'-dipyridyldisulfide). The solvent is C1CCOC1 (THF), C(C)#N (acetonitrile). Run at time 3 hour. Product: C(C1=CC=CC=C1)N1C(C(C1C#C)C(C)O)=O (1-benzyl-4-ethynyl-3-(1-hydroxyethyl)-2-azetidinone). RXN SMILES: C1(S[O:8][C:9](=O)[CH:10]([CH:26]([OH:28])[CH3:27])[CH:11]([NH:18][CH2:19][C:20]2[CH:25]=[CH:24][CH:23]=[CH:22][CH:21]=2)[C:12]#[C:13][Si](C)(C)C)C=CC=CC=1.[OH-].[K+].Cl.C1(P(C2C=CC=CC=2)C2C=CC=CC=2)C=CC=CC=1.C1C=C(SSC2N=CC=CC=2)N=CC=1>C1COCC1.C(#N)C>[CH2:19]([N:18]1[CH:11]([C:12]#[CH:13])[CH:10]([CH:26]([OH:28])[CH3:27])[C:9]1=[O:8])[C:20]1[CH:25]=[CH:24][CH:23]=[CH:22][CH:21]=1 |f:1.2|. Procedure: There was dissolved 2.054 g (5.0 mmol) of 3-benzylamino-2-(1-hydroxyethyl)-5-trimethylsilyl-4-pentinic acid phenylthioester in 40 ml of THF, to which 3 ml of 4 N potassium hydroxide was added and the mixture was stirred at room temperature for 3 hours. The reaction mixture was neutralized with 2 N hydrochloric acid and was extracted six times with ethyl acetate while conducting salting-out. The extract was dried with anhydrous magnesium sulfate and concentrated. There was added 250 ml of acetoni... The reactants are O=CO, Cl, COc1c(NC2CCC3(CC2)OCCO3)ccnc1C. The product is Cl, COc1c(NC2CCC(=O)CC2)ccnc1C. Reaction SMILES: [CH:22]([OH:23])=[O:24].[ClH:1].[O:2]1[CH2:4][CH2:3][O:5][C:6]12[CH2:7][CH2:8][CH:9]([NH:12][c:13]1[c:14]([O:20][CH3:21])[c:15]([CH3:19])[n:16][cH:17][cH:18]1)[CH2:10][CH2:11]2>>[ClH:1].[O:5]=[C:6]1[CH2:7][CH2:8][CH:9]([NH:12][c:13]2[c:14]([O:20][CH3:21])[c:15]([CH3:19])[n:16][cH:17][cH:18]2)[CH2:10][CH2:11]1. The reactants are COc1ccc(Oc2ccc3c(c2)CCC2NCCCC32)cc1, O=C(O)c1ccc2[nH]cnc2c1. The product is COc1ccc(Oc2ccc3c(c2)CCC2C3CCCN2C(=O)c2ccc3[nH]cnc3c2)cc1. RXN SMILES: [CH3:13][O:14][c:15]1[cH:16][cH:17][c:18]([O:19][c:20]2[cH:21][c:22]3[c:23]([cH:32][cH:33]2)[CH:24]2[CH2:25][CH2:26][CH2:27][NH:28][CH:29]2[CH2:30][CH2:31]3)[cH:34][cH:35]1.[nH:1]1[cH:2][n:3][c:4]2[c:5]1[cH:6][cH:7][c:8]([C:10](=[O:11])[OH:12])[cH:9]2>>[nH:1]1[cH:2][n:3][c:4]2[c:5]1[cH:6][cH:7][c:8]([C:10](=[O:12])[N:28]1[CH2:27][CH2:26][CH2:25][CH:24]3[c:23]4[c:22]([cH:21][c:20]([O:19][c:18]5[cH:17][cH:16][c:15]([O:14][CH3:13])[cH:35][cH:34]5)[cH:33][cH:32]4)[CH2:31][CH2:30][CH:29]31)[cH:9]2. Reactants: (+)-2,2'-bis[di(p-tolylphosphino)-1,1'-binaphthyl] tetrachlorodiruthenium triethylamine, C(CC(=O)C)(=O)OC (methyl acetoacetate), C(CC)(=O)Cl (propionyl chloride). The product is O=C(CC(=O)OC)CC (methyl 3-ketopentanoate), methyl R-(-)-3-hydroxypentanoate. Yield: 45.5%. Reaction SMILES: [C:1]([O:7][CH3:8])(=[O:6])[CH2:2][C:3]([CH3:5])=[O:4].[C:9](Cl)(=O)CC>>[O:4]=[C:3]([CH2:5][CH3:9])[CH2:2][C:1]([O:7][CH3:8])=[O:6]. Reported procedure: According to the method described in Jikken Kaqaku Koza, Vol. 19, p. 441, 121 g of methyl 3-ketopentanoate was synthesized from 326 g of methyl acetoacetate and 189 g of propionyl chloride and then subjected to enantioselective hydrogenation using (+)-2,2'-bis[di(p-tolylphosphino)-1,1'-binaphthyl] tetrachlorodiruthenium-triethylamine [Ru2Cl4 (T-BINAP)2Et3N] according to the method disclosed in JP-A-63-310847, to obtain 110 g of methyl R-(-)-3-hydroxypentanoate. 100 g of this compound was treated... Starting materials: [O-]S(=O)S(=O)[O-].[Na+].[Na+] (Na2S2O4), O (Water), C(F)(F)C(F)(F)C(F)(F)C(F)(F)C(F)(F)C(F)(F)CI (H(CF2)6CH2I). Solvent: C(C)#N (acetonitrile). Conditions: temperature 70 celsius. The product is C(F)(F)C(F)(F)C(F)(F)C(F)(F)C(F)(F)C(F)(F)CS(=O)O (H(CF2)6CH2SO2H). Yield: 94.0%. RXN SMILES: [O-:1][S:2](S([O-])=O)=[O:3].[Na+].[Na+].O.[CH:10]([C:13]([C:16]([C:19]([C:22]([C:25]([CH2:28]I)([F:27])[F:26])([F:24])[F:23])([F:21])[F:20])([F:18])[F:17])([F:15])[F:14])([F:12])[F:11]>C(#N)C>[CH:10]([C:13]([C:16]([C:19]([C:22]([C:25]([CH2:28][S:2]([OH:1])=[O:3])([F:26])[F:27])([F:23])[F:24])([F:20])[F:21])([F:18])[F:17])([F:15])[F:14])([F:12])[F:11] |f:0.1.2|. Reported procedure: Na2S2O4 (260 mg, 3.0 mmol) was poured into a 20 ml flask and the inside of the flask was replaced with argon. Water (5.0 ml) was added thereto and then, H(CF2)6CH2I (442 mg, 1.0 mmol) was added dropwise using acetonitrile (5.0 ml). After ten-hour stirring at 70° C., purification was conducted by adding 3N—HCl to the reaction product, extracting with ether, extracting into water layer with an aqueous solution of saturated NaHCO3, again making the solution acidic with hydrochloric acid and then ex...